Dataset: the Open Reaction Database (ORD), a public repository of structured organic reaction records. Task: describe an organic reaction: reactants, conditions, products, and yield Procedure: (2R)-2-(4-Chlorobenzenesulfonylamino)-4-methylpentanoic acid amide (3.00 g, 9.87 mmol) was dissolved in DMF (50 mL). To the solution was added potassium carbonate (6.0 g, 39 mmol) and bromoacetic acid tert-butyl ester (6.0 mL, 39 mmol). The solution was heated to 70° C. for 3 h. The reaction was quenched with EtOAc and saturated NaHCO3. The organic layer was washed with brine, dried over MgSO4, and concentrated. The crude oil was further purified on a Biotage 40M (loaded in CH2Cl2, eluted in 30%... The reactants are C([O-])([O-])=O.[K+].[K+] (potassium carbonate), C(C)(C)(C)OC(CBr)=O (bromoacetic acid tert-butyl ester), ClC1=CC=C(C=C1)S(=O)(=O)N[C@@H](C(=O)N)CC(C)C ((2R)-2-(4-Chlorobenzenesulfonylamino)-4-methylpentanoic acid amide). Run in CN(C)C=O (DMF). Yields the product C(C)(C)(C)OC(CN(S(=O)(=O)C1=CC=C(C=C1)Cl)[C@H](CC(C)C)C(N)=O)=O ({N-[(1R)-1-Carbamoyl-3-methyl-butyl]-N-(4-chlorobenzenesulfonyl)amino}acetic acid tert-butyl ester). RXN SMILES: [Cl:1][C:2]1[CH:7]=[CH:6][C:5]([S:8]([NH:11][C@H:12]([CH2:16][CH:17]([CH3:19])[CH3:18])[C:13]([NH2:15])=[O:14])(=[O:10])=[O:9])=[CH:4][CH:3]=1.C(=O)([O-])[O-].[K+].[K+].[C:26]([O:30][C:31](=[O:34])[CH2:32]Br)([CH3:29])([CH3:28])[CH3:27]>CN(C=O)C>[C:26]([O:30][C:31](=[O:34])[CH2:32][N:11]([C@@H:12]([C:13](=[O:14])[NH2:15])[CH2:16][CH:17]([CH3:19])[CH3:18])[S:8]([C:5]1[CH:4]=[CH:3][C:2]([Cl:1])=[CH:7][CH:6]=1)(=[O:9])=[O:10])([CH3:29])([CH3:28])[CH3:27] |f:1.2.3|. Conditions: temperature 70 celsius. The yield is 29.0%. Reactants: [H-].[H-].[H-].[H-].[Al+3].[Li+] (lithium aluminum tetrahydride), O (water), CC=1C=C(C=CC1O)SC#N (3-methyl-4-hydroxy-phenyl thiocyanic acid). Run in O1CCCC1 (tetrahydrofuran), O1CCCC1 (tetrahydrofuran). Reaction conditions: temperature 0 celsius, time 2 hour. Yields the product crude product, CC=1C=C(C=CC1O)S (3-methyl-4-hydroxy-mercaptobenzene). Reaction SMILES: [H-].[H-].[H-].[H-].[Al+3].[Li+].[CH3:7][C:8]1[CH:9]=[C:10]([S:15]C#N)[CH:11]=[CH:12][C:13]=1[OH:14].O>O1CCCC1>[CH3:7][C:8]1[CH:9]=[C:10]([SH:15])[CH:11]=[CH:12][C:13]=1[OH:14] |f:0.1.2.3.4.5|. Procedure details: In a 250 ml three-necked flask, to a stirred mixture of lithium aluminum tetrahydride (LiAlH4, 0.8 g, 21 mmol) and tetrahydrofuran (30 ml) was added dropwise a solution of 3-methyl-4-hydroxy-phenyl thiocyanic acid (1.1 g, 6.6 mmol) in tetrahydrofuran (THF 30 ml) at 0° C. (cooled with chilled water). After 30 min of stirring at 0° C. and another 2 hours of stirring at room temperature, the reaction was quenched by addition of broken ice in an ice water bath. The value of pH of the mixture was adj... The reactants are OC=1C=CC2=C(C(=C(O2)[N+](=O)[O-])C2=CC=CC=C2)C1 (5-hydroxy- 2-nitro-3 -phenylbenzofuran), OC1=C(C(=O)C2=CC=CC=C2)C(=CC=C1)OC (2-hydroxy-6-methoxybenzophenone). Yields the product C(C)(C)OC=1C=CC2=C(C(=C(O2)[N+](=O)[O-])C2=CC=CC=C2)C1 (5-isopropoxy-2-nitro-3-phenylbenzofuran). As a reaction SMILES: [OH:1][C:2]1[CH:3]=[CH:4][C:5]2[O:9][C:8]([N+:10]([O-:12])=[O:11])=[C:7]([C:13]3[CH:18]=[CH:17][CH:16]=[CH:15][CH:14]=3)[C:6]=2[CH:19]=1.O[C:21]1[CH:34]=CC=C(OC)[C:22]=1C(C1C=CC=CC=1)=O>>[CH:21]([O:1][C:2]1[CH:3]=[CH:4][C:5]2[O:9][C:8]([N+:10]([O-:12])=[O:11])=[C:7]([C:13]3[CH:18]=[CH:17][CH:16]=[CH:15][CH:14]=3)[C:6]=2[CH:19]=1)([CH3:34])[CH3:22]. Procedure details: Using the procedure described in Example 3 and starting with 5-hydroxy- 2-nitro-3 -phenylbenzofuran and isopropyl iodide one obtains 5-isopropoxy-2-nitro-3-phenylbenzofuran.